From a dataset of the Open Reaction Database (ORD), a public repository of structured organic reaction records. describe an organic reaction: reactants, conditions, products, and yield The reactants are O=C([O-])O, COc1ccc2nc(N)sc2n1, CCOCS(=O)(=O)c1ccc(C(CC2CCCC2)C(=O)O)cc1, CCN(C(C)C)C(C)C, ClCCl, [Na+], On1nnc2ccccc21. The product is CCOCS(=O)(=O)c1ccc(C(CC2CCCC2)C(=O)Nc2nc3ccc(OC)nc3s2)cc1. Reaction SMILES: [C:55](=[O:56])([OH:57])[O-:58].[CH3:34][O:35][c:36]1[cH:37][cH:38][c:39]2[c:40]([n:41]1)[s:42][c:43]([NH2:45])[n:44]2.[CH:1]1([CH2:6][CH:7]([C:8](=[O:9])[OH:10])[c:11]2[cH:12][cH:13][c:14]([S:17](=[O:18])(=[O:19])[CH2:20][O:21][CH2:22][CH3:23])[cH:15][cH:16]2)[CH2:2][CH2:3][CH2:4][CH2:5]1.[CH:46]([N:47]([CH2:48][CH3:49])[CH:50]([CH3:51])[CH3:52])([CH3:53])[CH3:54].[Cl:60][CH2:61][Cl:62].[Na+:59].[OH:24][n:25]1[c:26]2[c:27]([cH:28][cH:29][cH:30][cH:31]2)[n:32][n:33]1>>[CH:1]1([CH2:6][CH:7]([C:8](=[O:10])[NH:45][c:43]2[s:42][c:40]3[c:39]([cH:38][cH:37][c:36]([O:35][CH3:34])[n:41]3)[n:44]2)[c:11]2[cH:12][cH:13][c:14]([S:17](=[O:18])(=[O:19])[CH2:20][O:21][CH2:22][CH3:23])[cH:15][cH:16]2)[CH2:2][CH2:3][CH2:4][CH2:5]1.